This data is from the Open Reaction Database (ORD), a public repository of structured organic reaction records. The task is: describe an organic reaction: reactants, conditions, products, and yield Starting materials: C=O, Cc1ccc(C)c(N)c1, CCO, c1ccc2[nH]nnc2c1. The product is Cc1ccc(C)c(NCc2cccc3[nH]nnc23)c1. RXN SMILES: [CH2:19]=[O:20].[CH3:1][c:2]1[cH:3][cH:4][c:5]([CH3:6])[c:7]([NH2:8])[cH:9]1.[CH3:21][CH2:22][OH:23].[nH:10]1[n:11][n:12][c:13]2[c:14]1[cH:15][cH:16][cH:17][cH:18]2>>[CH3:1][c:2]1[cH:3][cH:4][c:5]([CH3:6])[c:7]([NH:8][CH2:19][c:18]2[c:13]3[n:12][n:11][nH:10][c:14]3[cH:15][cH:16][cH:17]2)[cH:9]1. The reactants are C(C)(C)(C)OC(=O)N1CCC(CC1)O (1-tert-butoxycarbonyl-4-hydroxypiperidine), SC1=CC=NC=C1 (4-mercaptopyridine). Yields the product C(C)(C)(C)OC(=O)N1CCC(CC1)SC1=CC=NC=C1 (1-tert-Butoxycarbonyl-4-(4-pyridinylthio)piperidine). As a reaction SMILES: [C:1]([O:5][C:6]([N:8]1[CH2:13][CH2:12][CH:11](O)[CH2:10][CH2:9]1)=[O:7])([CH3:4])([CH3:3])[CH3:2].[SH:15][C:16]1[CH:21]=[CH:20][N:19]=[CH:18][CH:17]=1>>[C:1]([O:5][C:6]([N:8]1[CH2:13][CH2:12][CH:11]([S:15][C:16]2[CH:21]=[CH:20][N:19]=[CH:18][CH:17]=2)[CH2:10][CH2:9]1)=[O:7])([CH3:4])([CH3:3])[CH3:2]. Procedure details: By a similar manner to Reference Example 35, 1-tert-butoxycarbonyl-4-hydroxypiperidine (1.01 g, 5.0 mmol) was reacted with 4-mercaptopyridine (0.67 g, 6.0 mmol) to give the titled compound as pale yellow oily substance (1.33 g, 90%) The reactants are [Li]CCCC, C1CO1, CCCCCC, C1CCOC1, O, c1ccc(-n2ccnc2)cc1. Yields the product OCCc1nccn1-c1ccccc1. As a reaction SMILES: [CH2:12]([Li:13])[CH2:14][CH2:15][CH3:16].[CH2:17]1[CH2:18][O:19]1.[CH3:26][CH2:27][CH2:28][CH2:29][CH2:30][CH3:31].[O:21]1[CH2:22][CH2:23][CH2:24][CH2:25]1.[OH2:20].[c:1]1(-[n:7]2[cH:8][n:9][cH:10][cH:11]2)[cH:2][cH:3][cH:4][cH:5][cH:6]1>>[c:1]1(-[n:7]2[c:8]([CH2:17][CH2:18][OH:19])[n:9][cH:10][cH:11]2)[cH:2][cH:3][cH:4][cH:5][cH:6]1. The reactants are [Al+3], CO, [Cl-], [Cl-], [Cl-], ClCCCl, Cl, O=C1CCC(=O)O1, c1ccc(OC2CCCCC2)cc1. The product is O=C(O)CCC(=O)c1ccc(OC2CCCCC2)cc1. RXN SMILES: [Al+3:22].[CH3:30][OH:31].[Cl-:21].[Cl-:23].[Cl-:24].[Cl:26][CH2:27][CH2:28][Cl:29].[ClH:25].[O:1]=[C:2]1[CH2:3][CH2:4][C:5](=[O:6])[O:7]1.[O:8]([c:9]1[cH:10][cH:11][cH:12][cH:13][cH:14]1)[CH:15]1[CH2:16][CH2:17][CH2:18][CH2:19][CH2:20]1>>[O:1]=[C:2]([CH2:3][CH2:4][C:5](=[O:6])[c:12]1[cH:11][cH:10][c:9]([O:8][CH:15]2[CH2:16][CH2:17][CH2:18][CH2:19][CH2:20]2)[cH:14][cH:13]1)[OH:7]. Reactants: CN(C=O)C (N,N-Dimethylformamide), ClCCOC1=C(C=C2C(=CC=NC2=C1)OC=1C(=NC2=CC=CC=C2C1)C)OC (7-(2-chloro-ethoxy)-6-methoxy-4-(2-methyl-quinolin-3-yloxy)-quinoline), ClCCOC1=C(C=C2C(=CC=NC2=C1)OC=1C(=NC2=CC=CC=C2C1)C)OC (7-(2-chloro-ethoxy)-6-methoxy-4-(2-methyl-quinolin-3-yloxy)-quinoline), C([O-])([O-])=O.[K+].[K+] (potassium carbonate), N1CC(CCC1)C(=O)OCC (ethyl piperidine-3-carboxylate). The solvent is O (water). Conditions: temperature 80 celsius, time 8 hour. Product: COC=1C=C2C(=CC=NC2=CC1OCCN1CC(CCC1)C(=O)OCC)OC=1C(=NC2=CC=CC=C2C1)C (Ethyl 1-{2-[6-methoxy-4-(2-methyl-quinolin-3-yloxy)-quinolin-7-yloxy]-ethyl}-piperidine-3-carboxylate). The yield is 55.1%. Reaction SMILES: CN(C)C=O.Cl[CH2:7][CH2:8][O:9][C:10]1[CH:19]=[C:18]2[C:13]([C:14]([O:20][C:21]3[C:22]([CH3:31])=[N:23][C:24]4[C:29]([CH:30]=3)=[CH:28][CH:27]=[CH:26][CH:25]=4)=[CH:15][CH:16]=[N:17]2)=[CH:12][C:11]=1[O:32][CH3:33].C(=O)([O-])[O-].[K+].[K+].[NH:40]1[CH2:45][CH2:44][CH2:43][CH:42]([C:46]([O:48][CH2:49][CH3:50])=[O:47])[CH2:41]1>O>[CH3:33][O:32][C:11]1[CH:12]=[C:13]2[C:18](=[CH:19][C:10]=1[O:9][CH2:8][CH2:7][N:40]1[CH2:45][CH2:44][CH2:43][CH:42]([C:46]([O:48][CH2:49][CH3:50])=[O:47])[CH2:41]1)[N:17]=[CH:16][CH:15]=[C:14]2[O:20][C:21]1[C:22]([CH3:31])=[N:23][C:24]2[C:29]([CH:30]=1)=[CH:28][CH:27]=[CH:26][CH:25]=2 |f:2.3.4|. Procedure: N,N-Dimethylformamide (1 ml) was added to 7-(2-chloro-ethoxy)-6-methoxy-4-(2-methyl-quinolin-3-yloxy)-quinoline (compound 353) (50 mg), potassium carbonate (53 mg), and ethyl piperidine-3-carboxylate (60 mg), and the mixture was stirred at 80° C. overnight. The reaction solution was cooled to room temperature, water was added to the reaction solution, and the mixture was extracted with chloroform. The chloroform layer was washed with water and was then dried over anhydrous sodium sulfate, the so... Starting materials: NC1=C(C=C(C=C1)OC1=CC=CC=C1)SC(C(C(=O)OCC)O)C1=CC2=C(C=C1)OCO2 (ethyl 3-(2-amino-5-phenoxy- phenyl)thio-2-hydroxy-3-(3,4-methylenedioxyphenyl)propionate), [OH-].[K+] (caustic potash). Product: NC1=C(C=C(C=C1)OC1=CC=CC=C1)SC(C(C(=O)O)O)C1=CC2=C(C=C1)OCO2 (3-(2-Amino-5-phenoxyphenyl)thio-2-hydroxy-3-(3,4- methylenedioxyphenyl)propionic acid). Isolated yield 55.0%. As a reaction SMILES: [NH2:1][C:2]1[CH:7]=[CH:6][C:5]([O:8][C:9]2[CH:14]=[CH:13][CH:12]=[CH:11][CH:10]=2)=[CH:4][C:3]=1[S:15][CH:16]([C:24]1[CH:29]=[CH:28][C:27]2[O:30][CH2:31][O:32][C:26]=2[CH:25]=1)[CH:17]([OH:23])[C:18]([O:20]CC)=[O:19].[OH-].[K+]>>[NH2:1][C:2]1[CH:7]=[CH:6][C:5]([O:8][C:9]2[CH:14]=[CH:13][CH:12]=[CH:11][CH:10]=2)=[CH:4][C:3]=1[S:15][CH:16]([C:24]1[CH:29]=[CH:28][C:27]2[O:30][CH2:31][O:32][C:26]=2[CH:25]=1)[CH:17]([OH:23])[C:18]([OH:20])=[O:19] |f:1.2|. Procedure details: Following a procedure similar to that described in Example 1(b), 15.2 g of ethyl 3-(2-amino-5-phenoxy- phenyl)thio-2-hydroxy-3-(3,4-methylenedioxyphenyl)propionate [prepared as described in step (a) above] were hydrolyzed with caustic potash to give 7.84 g of the title compound as a powder, melting at 158-159° C. This product was used in the next step without further purification. The reactants are C(C1=CC=CC=C1)=O (Benzaldehyde), C(CC)NCCC (di-n-propylamine), [Ir(COD)(dppb)][PF6]. Solvent: ClCCl (dichloromethane). Run at time 3 hour. The product is C(CC)N(CCC)CC1=CC=CC=C1 (N,N-di-n-propylbenzylamine). Reaction SMILES: [CH:1](=O)[C:2]1[CH:7]=[CH:6][CH:5]=[CH:4][CH:3]=1.[CH2:9]([NH:12][CH2:13][CH2:14][CH3:15])[CH2:10][CH3:11]>ClCCl>[CH2:9]([N:12]([CH2:1][C:2]1[CH:7]=[CH:6][CH:5]=[CH:4][CH:3]=1)[CH2:13][CH2:14][CH3:15])[CH2:10][CH3:11]. Procedure: Benzaldehyde (0.404 cm3, 4.0 mmol), di-n-propylamine (0.548 cm3, 4.0 mmol) and [Ir(COD)(dppb)][PF6] (0.070 g, 2 mol %) in dichloromethane were treated as stated above under approx 1 bar H2 at approx. 20° C. for 3 hrs. The yield of N,N-di-n-propylbenzylamine obtained was 39.6%. Starting materials: ClN1C(CCC1=O)=O (N-chlorosuccinimide), CSC (dimethyl sulfide), C\C(=C/CO)\CC\C=C(\CCC=C(CC)C)/C ((E,E)-3,7,11-trimethyl-2,6,10-tridecatrien-1-ol). Solvent: ClCCl (dichloromethane), ClCCl (dichloromethane). Reaction conditions: temperature 0 celsius, time 10 minute. The product is ClC\C=C(\CC\C=C(\CCC=C(C)C)/C)/C ((E,E)-1-Chloro-3,7,11-trimethyl-2,6,10-dodecatriene). Isolated yield 84.8%. Reaction SMILES: [Cl:1]N1C(=O)CCC1=O.CSC.[CH3:12]/[C:13](/[CH2:17][CH2:18]/[CH:19]=[C:20](\[CH3:28])/[CH2:21][CH2:22][CH:23]=[C:24]([CH3:27])[CH2:25][CH3:26])=[CH:14]\CO>ClCCl>[Cl:1][CH2:26]/[CH:25]=[C:24](\[CH3:27])/[CH2:23][CH2:22]/[CH:21]=[C:20](\[CH3:28])/[CH2:19][CH2:18][CH:17]=[C:13]([CH3:14])[CH3:12]. Reported procedure: (Note: all temperatures indicated are for the contents of the reaction flask). To a stirred solution of 299 mg (2.24 mmol) of N-chlorosuccinimide in 15 ml of dichloromethane at -30° C. under argon was added 0.18 ml (2.45 mmol) of distilled dimethyl sulfide over 5 minutes. After 10 minutes at -30° C., the reaction was allowed to warm to 0° C. for 10 minutes, followed by cooling to -40° C. A solution of 441.4 mg (1.99 mmol) of (E,E)-3,7,11-trimethyl-2,6,10-tridecatrien-1-ol in 5 ml of dichlorometh... Reactants: CCOC(=O)c1ccc(Sc2cccc3c2C(C)(C)CCC3(C)C)cc1, CCOC(=O)c1ccc(Sc2ccc3c(c2)C(C)(C)CCC3(C)C)cc1, CO, [Li+], C1CCOC1, [OH-]. Product: CC1(C)CCC(C)(C)c2c(Sc3ccc(C(=O)O)cc3)cccc21. As a reaction SMILES: [CH3:1][C:2]1([CH3:26])[c:3]2[cH:4][cH:5][cH:6][c:7]([S:14][c:15]3[cH:16][cH:17][c:18]([C:19](=[O:20])[O:21][CH2:22][CH3:23])[cH:24][cH:25]3)[c:8]2[C:9]([CH3:12])([CH3:13])[CH2:10][CH2:11]1.[CH3:27][C:28]1([CH3:29])[CH2:30][CH2:31][C:32]([CH3:33])([CH3:34])[c:35]2[cH:36][c:37]([S:38][c:39]3[cH:40][cH:41][c:42]([C:43]([O:44][CH2:45][CH3:46])=[O:47])[cH:48][cH:49]3)[cH:50][cH:51][c:52]21.[CH3:55][OH:56].[Li+:54].[O:57]1[CH2:58][CH2:59][CH2:60][CH2:61]1.[OH-:53]>>[CH3:1][C:2]1([CH3:26])[c:3]2[cH:4][cH:5][cH:6][c:7]([S:14][c:15]3[cH:16][cH:17][c:18]([C:19](=[O:20])[OH:21])[cH:24][cH:25]3)[c:8]2[C:9]([CH3:12])([CH3:13])[CH2:10][CH2:11]1.